This data is from the Open Reaction Database (ORD), a public repository of structured organic reaction records. The task is: describe an organic reaction: reactants, conditions, products, and yield The reactants are C(C#C)O (Propargyl alcohol), C(C)(CC)C1=CC=C(C=C1)N1C(=NC2=CC=CC=C2C1=O)C1=CC(=C(C=C1)NC(C(F)(F)F)=O)I (N-(4-(3-(4-sec-butylphenyl)-4-oxo-3,4-dihydroquinazolin-2-yl)-2-iodophenyl)-2,2,2-trifluoroacetamide), CN(C)C=O (DMF). Reagents/catalysts: Cl[Pd]([P](C1=CC=CC=C1)(C2=CC=CC=C2)C3=CC=CC=C3)([P](C4=CC=CC=C4)(C5=CC=CC=C5)C6=CC=CC=C6)Cl (PdCl2(PPh3)2). Solvent: TEA. Run at temperature 60 celsius. Yields the product C(C)(CC)C1=CC=C(C=C1)N1C(=NC2=CC=CC=C2C1=O)C=1C=C2C=C(NC2=CC1)CO (3-(4-sec-butylphenyl)-2-(2-(hydroxymethyl)-1H-indol-5-yl)quinazolin-4(3H)-one). The yield is 29.0%. Reaction SMILES: [CH2:1]([OH:4])[C:2]#[CH:3].[CH:5]([C:9]1[CH:14]=[CH:13][C:12]([N:15]2C(=O)C3[C:18](=[CH:19][CH:20]=[CH:21]C=3)[N:17]=[C:16]2[C:26]2[CH:31]=[CH:30][C:29]([NH:32][C:33](=O)[C:34](F)(F)F)=[C:28](I)[CH:27]=2)=[CH:11][CH:10]=1)([CH2:7][CH3:8])[CH3:6].CN([CH:43]=[O:44])C>Cl[Pd](Cl)([P](C1C=CC=CC=1)(C1C=CC=CC=1)C1C=CC=CC=1)[P](C1C=CC=CC=1)(C1C=CC=CC=1)C1C=CC=CC=1>[CH:5]([C:9]1[CH:10]=[CH:11][C:12]([N:15]2[C:1](=[O:4])[C:2]3[C:18](=[CH:19][CH:20]=[CH:21][CH:3]=3)[N:17]=[C:16]2[C:26]2[CH:27]=[C:28]3[C:29](=[CH:30][CH:31]=2)[NH:32][C:33]([CH2:43][OH:44])=[CH:34]3)=[CH:13][CH:14]=1)([CH2:7][CH3:8])[CH3:6] |^1:47,66|. Procedure: Propargyl alcohol (0.045 mL, 0.76 mmol) and PdCl2(PPh3)2 (0.007 g, 0.01 mmol) were added to a solution of N-(4-(3-(4-sec-butylphenyl)-4-oxo-3,4-dihydroquinazolin-2-yl)-2-iodophenyl)-2,2,2-trifluoroacetamide (0.300 g, 0.51 mmol) in TEA (10 mL) and DMF (3 mL). After heating to 60° C. for 5 hours, the reaction mixture was concentrated in vacuo. The residue was dissolved in EtOAc, washed with saturated NaHCO3, then brine, dried (Na2SO4), filtered, and concentrated in vacuo. Purification by flash chr...